From a dataset of the Open Reaction Database (ORD), a public repository of structured organic reaction records. describe an organic reaction: reactants, conditions, products, and yield Starting materials: CC(C)(C)N1CC(O)CC1C(=O)NCC(O)C(Cc1ccccc1)NC(=O)OCc1ccccc1, CCO. Yields the product CC(C)(C)N1CC(O)CC1C(=O)NCC(O)C(N)Cc1ccccc1. As a reaction SMILES: [CH2:1]([O:2][C:3](=[O:4])[NH:11][CH:12]([CH:13]([CH2:14][NH:15][C:16]([CH:17]1[N:18]([C:23]([CH3:24])([CH3:25])[CH3:26])[CH2:19][CH:20]([OH:22])[CH2:21]1)=[O:27])[OH:28])[CH2:29][c:30]1[cH:31][cH:32][cH:33][cH:34][cH:35]1)[c:5]1[cH:6][cH:7][cH:8][cH:9][cH:10]1.[CH3:36][CH2:37][OH:38]>>[NH2:11][CH:12]([CH:13]([CH2:14][NH:15][C:16]([CH:17]1[N:18]([C:23]([CH3:24])([CH3:25])[CH3:26])[CH2:19][CH:20]([OH:22])[CH2:21]1)=[O:27])[OH:28])[CH2:29][c:30]1[cH:31][cH:32][cH:33][cH:34][cH:35]1. Starting materials: C1(=CC=CC=C1)C([C@H](C)O)(O)C1=CC=CC=C1 ((S)-1,1-diphenyl-1,2-propanediol), S(=O)(=O)(C)Cl (mesyl chloride). The product is CS(=O)(=O)O[C@H](C(O)(C1=CC=CC=C1)C1=CC=CC=C1)C ((S)-2-methanesulfonyloxy-1,1-diphenyl-1-propanol). RXN SMILES: [C:1]1([C:7]([C:12]2[CH:17]=[CH:16][CH:15]=[CH:14][CH:13]=2)([OH:11])[C@@H:8]([OH:10])[CH3:9])[CH:6]=[CH:5][CH:4]=[CH:3][CH:2]=1.[S:18](Cl)([CH3:21])(=[O:20])=[O:19]>>[CH3:21][S:18]([O:10][C@@H:8]([CH3:9])[C:7]([C:12]1[CH:17]=[CH:16][CH:15]=[CH:14][CH:13]=1)([C:1]1[CH:2]=[CH:3][CH:4]=[CH:5][CH:6]=1)[OH:11])(=[O:20])=[O:19]. Procedure: By treating (S)-1,1-diphenyl-1,2-propanediol with mesyl chloride, (S)-2-methanesulfonyloxy-1,1-diphenyl-1-propanol was obtained. Namely, as a result of the treatment of (S)-1,1-diphenyl-1,2-propanediol with CH3SO2Cl (1.2 equivalent)-(C2H5)3 -N(1.5 equivalent) at 0° C. in CH2Cl2, (S)-2-methanesulfonyloxy-1,1-diphenyl-1-propanol was obtained in a yield of 87% (the position selectivity of this sulfonylation reaction was more than 95% from the measurement with 1H NMR). Reactants: BrC(Br)(Br)Br, ClCCl, c1ccc(P(c2ccccc2)c2ccccc2)cc1, OCCCn1cc(-c2cc3nccnc3[nH]2)c2ccccc21. Yields the product BrCCCn1cc(-c2cc3nccnc3[nH]2)c2ccccc21. As a reaction SMILES: [C:23]([Br:24])([Br:25])([Br:26])[Br:27].[Cl:47][CH2:48][Cl:49].[c:28]1([P:29]([c:30]2[cH:31][cH:32][cH:33][cH:34][cH:35]2)[c:36]2[cH:37][cH:38][cH:39][cH:40][cH:41]2)[cH:42][cH:43][cH:44][cH:45][cH:46]1.[n:1]1[c:2]2[c:3]([n:4][cH:5][cH:6]1)[nH:7][c:8](-[c:10]1[cH:11][n:12]([CH2:19][CH2:20][CH2:21][OH:22])[c:13]3[cH:14][cH:15][cH:16][cH:17][c:18]13)[cH:9]2>>[n:1]1[c:2]2[c:3]([n:4][cH:5][cH:6]1)[nH:7][c:8](-[c:10]1[cH:11][n:12]([CH2:19][CH2:20][CH2:21][Br:24])[c:13]3[cH:14][cH:15][cH:16][cH:17][c:18]13)[cH:9]2.